Dataset: the Open Reaction Database (ORD), a public repository of structured organic reaction records. Task: describe an organic reaction: reactants, conditions, products, and yield Reactants: ClC=1C=CC=2C(C3=C(NC2C1)C(N(C3=O)NC3=CC=C(C=C3)OC)=O)=O (6-Chloro-2-(4-methoxyanilino)-2,3,4,9-tetrahydro-1H-pyrrolo[3,4-b]quinoline-1,3,9-trione), CS(=O)(=O)O (methanesulfonic acid). Solvent: CO (methanol). Product: ClC=1C=CC=2C(C3=C(NC2C1)C(N(N=C3O)C3=CC=C(C=C3)OC)=O)=O (7-Chloro-1-hydroxy-3-(4-methoxyphenyl)-3,4,5,10-tetrahydropyridazino[4,5-b]quinoline-4,10-dione). The yield is 43.7%. Reaction SMILES: [Cl:1][C:2]1[CH:3]=[CH:4][C:5]2[C:6](=[O:26])[C:7]3[C:14](=[O:15])[N:13]([NH:16][C:17]4[CH:22]=[CH:21][C:20]([O:23][CH3:24])=[CH:19][CH:18]=4)[C:12](=[O:25])[C:8]=3[NH:9][C:10]=2[CH:11]=1.CS(O)(=O)=O>CO>[Cl:1][C:2]1[CH:3]=[CH:4][C:5]2[C:6](=[O:26])[C:7]3[C:14]([OH:15])=[N:13][N:16]([C:17]4[CH:22]=[CH:21][C:20]([O:23][CH3:24])=[CH:19][CH:18]=4)[C:12](=[O:25])[C:8]=3[NH:9][C:10]=2[CH:11]=1. Procedure details: 6-Chloro-2-(4-methoxyanilino)-2,3,4,9-tetrahydro-1H-pyrrolo[3,4-b]quinoline-1,3,9-trione (2.72 g, 7.40 mM) was stirred in methanol (200 mL), and methanesulfonic acid (50 mL) was added. The tan suspension was heated to reflux for 16 hours during which it turned yellow. This yellow suspension was cooled to room temperature and filtered (the filtrate was saved for use in Example 8). The collected solids were washed with methanol to give the title compound as a yellow powder (1.19 g, 44%), mp 371-37... Starting materials: BrCC1=C(N=C2N1C1=CC=C(C=C1NC2=O)C(F)(F)F)C(=O)OCC (1-Bromomethyl-2-ethoxycarbonyl-7-trifluoromethylimidazo[1,2-a]quinoxalin-4(5H)-one), N1C=NC=C1 (imidazole). Solvent: C(C)#N (acetonitrile). Run at temperature 25 celsius, time 8 hour. The product is C(C)OC(=O)C=1N=C2N(C3=CC=C(C=C3NC2=O)C(F)(F)F)C1CC=1NC=CN1 (2-Ethoxycarbonyl-1-(1-imidazolylmethyl)-7-trifluoromethylimidazo[1,2-a]quinoxalin-4(5H)-one). Yield: 49.3%. As a reaction SMILES: Br[CH2:2][C:3]1[N:7]2[C:8]3[C:13]([NH:14][C:15](=[O:16])[C:6]2=[N:5][C:4]=1[C:21]([O:23][CH2:24][CH3:25])=[O:22])=[CH:12][C:11]([C:17]([F:20])([F:19])[F:18])=[CH:10][CH:9]=3.[NH:26]1[CH:30]=[CH:29][N:28]=[CH:27]1>C(#N)C>[CH2:24]([O:23][C:21]([C:4]1[N:5]=[C:6]2[C:15](=[O:16])[NH:14][C:13]3[C:8](=[CH:9][CH:10]=[C:11]([C:17]([F:20])([F:19])[F:18])[CH:12]=3)[N:7]2[C:3]=1[CH2:2][C:27]1[NH:26][CH:30]=[CH:29][N:28]=1)=[O:22])[CH3:25]. Reported procedure: A suspension of 1-bromomethyl-2-ethoxycarbonyl-7-trifluoromethylimidazo[1,2-a]quinoxalin-4(5H)-one (Example 3) (4.18 g, 10.0 mmol) and imidazole (1.5 g, 22.0 mmol) in acetonitrile (200 ml) was stirred at 80° C. for 2 h and overnight at 25° C. The solvent was evaporated in vacuo and the residue submitted to flash chromatography on silica gel 60 eluting with dichloromethane/methanol (19:1) graduated to dichloromethane/methanol (1:9). The purified product was washed with water to give 2.0 g (49%) o... Procedure: To a solution of ethyl 2,3-diaminobenzoate (4.72 g) and pyridine (2.49 g) in dichloroethane (50 ml) was added chloroacetyl chloride (3.11 g) in chloroform (10 ml) at −70° C. and the reaction mixture was stood overnight. After the reaction mixture was concentrated in vacuo, the residue was diluted with ethnaol (50 ml). To the solution was added p-toluenesulfonic acid (249 mg) and the reaction mixture was refluxed for 2 hours. After the reaction mixture was concentrated in vacuo, the reside was di... As a reaction SMILES: [NH2:1][C:2]1[C:12]([NH2:13])=[CH:11][CH:10]=[CH:9][C:3]=1[C:4]([O:6][CH2:7][CH3:8])=[O:5].N1C=CC=CC=1.[Cl:20][CH2:21][C:22](Cl)=O>ClC(Cl)C.C(Cl)(Cl)Cl>[Cl:20][CH2:21][C:22]1[NH:13][C:12]2[CH:11]=[CH:10][CH:9]=[C:3]([C:4]([O:6][CH2:7][CH3:8])=[O:5])[C:2]=2[N:1]=1. The solvent is ClC(C)Cl (dichloroethane), C(Cl)(Cl)Cl (chloroform). Isolated yield 47.7%. Conditions: time 8 hour. Yields the product ClCC1=NC2=C(N1)C=CC=C2C(=O)OCC (ethyl 2-chloromethyl-1H-benzimidazole-4-carboxylate). Reactants: NC1=C(C(=O)OCC)C=CC=C1N (ethyl 2,3-diaminobenzoate), N1=CC=CC=C1 (pyridine), ClCC(=O)Cl (chloroacetyl chloride). The reactants are C(C)(C)(C)OC(=O)N1CC(C(CC1)(F)F)N=[N+]=[N-] (3-azido-4,4-difluoro-piperidine-1-carboxylic acid tert-butyl ester). The reagents and catalysts are [Pd] (Pd—C). Run in CO (MeOH). Reaction conditions: time 3 hour. The product is C(C)(C)(C)OC(=O)N1CC(C(CC1)(F)F)N (3-amino-4,4-difluoro-piperidine-1-carboxylic acid tert-butyl ester). Reaction SMILES: [C:1]([O:5][C:6]([N:8]1[CH2:13][CH2:12][C:11]([F:15])([F:14])[CH:10]([N:16]=[N+]=[N-])[CH2:9]1)=[O:7])([CH3:4])([CH3:3])[CH3:2]>CO.[Pd]>[C:1]([O:5][C:6]([N:8]1[CH2:13][CH2:12][C:11]([F:14])([F:15])[CH:10]([NH2:16])[CH2:9]1)=[O:7])([CH3:4])([CH3:2])[CH3:3]. Procedure details: To a solution of 3-azido-4,4-difluoro-piperidine-1-carboxylic acid tert-butyl ester (0.68 mmol, 0.18 g) in MeOH (4.0 mL), was added Pd—C (10% by wt, 30 mg) and stirred under H2 atmosphere (balloon) for 3 h. The catalyst was filtered and washed with DCM, and the filtrate was concentrated under reduced pressure to provide 3-amino-4,4-difluoro-piperidine-1-carboxylic acid tert-butyl ester. The reactants are CC(=O)c1ccc(Cc2c(Cl)cc([N+](=O)[O-])cc2Cl)cc1, CCOC(C)=O, [Sn]. Product: CC(=O)c1ccc(Cc2c(Cl)cc(N)cc2Cl)cc1. As a reaction SMILES: [C:1]([CH3:2])(=[O:3])[c:4]1[cH:5][cH:6][c:7]([CH2:8][c:9]2[c:10]([Cl:19])[cH:11][c:12]([N+:16]([O-:17])=[O:18])[cH:13][c:14]2[Cl:15])[cH:20][cH:21]1.[CH2:23]([O:24][C:25](=[O:26])[CH3:27])[CH3:28].[Sn:22]>>[C:1]([CH3:2])(=[O:3])[c:4]1[cH:5][cH:6][c:7]([CH2:8][c:9]2[c:10]([Cl:19])[cH:11][c:12]([NH2:16])[cH:13][c:14]2[Cl:15])[cH:20][cH:21]1. Starting materials: BrC=1N=CN(C1)C1=NC(=CC(=N1)C1=CC(=C(C=C1)Cl)Cl)C(F)(F)F (2-(4-bromo-imidazol-1-yl)-4-(3,4-dichlorophenyl)-6-trifluoromethyl-pyrimidine), NC1=NC=C(C=C1)B1OC(C(O1)(C)C)(C)C (2-amino-5-(4,4,5,5-tetramethyl-1,3,2-dioxaborolan-2-yl)pyridine). The product is ClC=1C=C(C=CC1Cl)C1=NC(=NC(=C1)C(F)(F)F)N1C=NC(=C1)C=1C=CC(=NC1)N (5-{1-[4-(3,4-Dichloro-phenyl)-6-trifluoromethyl-pyrimidin-2-yl]-1H-imidazol-4-yl}-pyridin-2-ylamine), solid. Yield: 10.0%. Reaction SMILES: Br[C:2]1[N:3]=[CH:4][N:5]([C:7]2[N:12]=[C:11]([C:13]3[CH:18]=[CH:17][C:16]([Cl:19])=[C:15]([Cl:20])[CH:14]=3)[CH:10]=[C:9]([C:21]([F:24])([F:23])[F:22])[N:8]=2)[CH:6]=1.[NH2:25][C:26]1[CH:31]=[CH:30][C:29](B2OC(C)(C)C(C)(C)O2)=[CH:28][N:27]=1>>[Cl:20][C:15]1[CH:14]=[C:13]([C:11]2[CH:10]=[C:9]([C:21]([F:24])([F:23])[F:22])[N:8]=[C:7]([N:5]3[CH:6]=[C:2]([C:29]4[CH:30]=[CH:31][C:26]([NH2:25])=[N:27][CH:28]=4)[N:3]=[CH:4]3)[N:12]=2)[CH:18]=[CH:17][C:16]=1[Cl:19]. Procedure details: The title compound was prepared from 2-(4-bromo-imidazol-1-yl)-4-(3,4-dichlorophenyl)-6-trifluoromethyl-pyrimidine (example E.39) (0.22 g, 0.5 mmol) and commercially available 2-amino-5-(4,4,5,5-tetramethyl-1,3,2-dioxaborolan-2-yl)pyridine (0.14 g, 0.65 mmol) according to the general procedure VI. Obtained as a yellow solid (0.022 g, 10%). MS (ISP) 451.1 [(M+H)+]; mp 282.5° C.